Dataset: the Open Reaction Database (ORD), a public repository of structured organic reaction records. Task: describe an organic reaction: reactants, conditions, products, and yield Reactants: CNC=1C=C(C=CC1N)C1=NN=C(S1)N(C[C@H](CC1=CC=C(C=C1)C(F)(F)F)NC(OC(C)(C)C)=O)C(=O)OC(C)(C)C (tert-butyl (S)-1-(5-(3-(methylamino)-4-aminophenyl)-1,3,4-thiadiazol-2-yl-boc-amino)-3-(4-(trifluoromethyl)phenyl)propan-2-ylcarbamate), C(=O)(N1C=NC=C1)N1C=NC=C1 (1,1′-carbonyldiimidazole). The solvent is C1CCOC1 (THF), C1CCOC1 (THF). Reaction conditions: temperature 70 celsius, time 10 hour. Product: CN1C(NC2=C1C=C(C=C2)C2=NN=C(S2)N(C[C@H](CC2=CC=C(C=C2)C(F)(F)F)NC(OC(C)(C)C)=O)C(=O)OC(C)(C)C)=O (tert-butyl (S)-1-(5-(3-methyl-2-oxo-2,3-dihydro-1H-benzo[d]imidazol-5-yl)-1,3,4-thiadiazol-2-yl-boc-amino)-3-(4-(trifluoromethyl)phenyl)propan-2-ylcarbamate). RXN SMILES: [CH3:1][NH:2][C:3]1[CH:4]=[C:5]([C:10]2[S:14][C:13]([N:15]([C:37]([O:39][C:40]([CH3:43])([CH3:42])[CH3:41])=[O:38])[CH2:16][C@@H:17]([NH:29][C:30](=[O:36])[O:31][C:32]([CH3:35])([CH3:34])[CH3:33])[CH2:18][C:19]3[CH:24]=[CH:23][C:22]([C:25]([F:28])([F:27])[F:26])=[CH:21][CH:20]=3)=[N:12][N:11]=2)[CH:6]=[CH:7][C:8]=1[NH2:9].[C:44](N1C=CN=C1)(N1C=CN=C1)=[O:45]>C1COCC1>[CH3:1][N:2]1[C:3]2[CH:4]=[C:5]([C:10]3[S:14][C:13]([N:15]([C:37]([O:39][C:40]([CH3:43])([CH3:42])[CH3:41])=[O:38])[CH2:16][C@@H:17]([NH:29][C:30](=[O:36])[O:31][C:32]([CH3:35])([CH3:34])[CH3:33])[CH2:18][C:19]4[CH:20]=[CH:21][C:22]([C:25]([F:26])([F:27])[F:28])=[CH:23][CH:24]=4)=[N:12][N:11]=3)[CH:6]=[CH:7][C:8]=2[NH:9][C:44]1=[O:45]. Reported procedure: The above mentioned crude tert-butyl (S)-1-(5-(3-(methylamino)-4-aminophenyl)-1,3,4-thiadiazol-2-yl-boc-amino)-3-(4-(trifluoromethyl)phenyl)propan-2-ylcarbamate was dissolved in 150 mL THF in a round bottom flask. To this flask was added a 50 mL THF solution of 1,1′-carbonyldiimidazole (1.37 g, 8.45 mmol). The mixture was stirred at 70° C. for 10 hours. After removing the solvent under reduced pressure, the remaining residue was mixed with 200 mL EtOAc. The organic solution was washed with water... Reactants: C(#C)C=1C=NN2C1N=C(C=C2C(F)(F)F)C2=CC=C(C=C2)C(F)(F)F (3-ethynyl-7-trifluoromethyl-5-(4-trifluoromethyl-phenyl)-pyrazolo[1,5-a]pyrimidine), OCC(C)(CO)NS(=O)(=O)C=1C=NC=C(C1)Br (5-bromo-pyridine-3-sulfonic acid (2-hydroxy-1-hydroxymethyl-1-methyl-ethyl)-amide). Yields the product OCC(C)(CO)NS(=O)(=O)C=1C=NC=C(C1)C#CC=1C=NN2C1N=C(C=C2C(F)(F)F)C2=CC=C(C=C2)C(F)(F)F (5-[7-Trifluoromethyl-5-(4-trifluoromethyl-phenyl)-pyrazolo[1,5-a]pyrimidin-3-ylethynyl]-pyridine-3-sulfonic acid (2-hydroxy-1-hydroxymethyl-1-methyl-ethyl)-amide), solid. The yield is 35.0%. Reaction SMILES: [C:1]([C:3]1[CH:4]=[N:5][N:6]2[C:11]([C:12]([F:15])([F:14])[F:13])=[CH:10][C:9]([C:16]3[CH:21]=[CH:20][C:19]([C:22]([F:25])([F:24])[F:23])=[CH:18][CH:17]=3)=[N:8][C:7]=12)#[CH:2].[OH:26][CH2:27][C:28]([NH:32][S:33]([C:36]1[CH:37]=[N:38][CH:39]=[C:40](Br)[CH:41]=1)(=[O:35])=[O:34])([CH2:30][OH:31])[CH3:29]>>[OH:26][CH2:27][C:28]([NH:32][S:33]([C:36]1[CH:37]=[N:38][CH:39]=[C:40]([C:2]#[C:1][C:3]2[CH:4]=[N:5][N:6]3[C:11]([C:12]([F:14])([F:13])[F:15])=[CH:10][C:9]([C:16]4[CH:21]=[CH:20][C:19]([C:22]([F:25])([F:24])[F:23])=[CH:18][CH:17]=4)=[N:8][C:7]=23)[CH:41]=1)(=[O:35])=[O:34])([CH2:30][OH:31])[CH3:29]. Procedure details: The title compound was prepared from 3-ethynyl-7-trifluoromethyl-5-(4-trifluoromethyl-phenyl)-pyrazolo[1,5-a]pyrimidine (example C.1) (200 mg, 0.56 mmol) and 5-bromo-pyridine-3-sulfonic acid (2-hydroxy-1-hydroxymethyl-1-methyl-ethyl)-amide (example B.4) (165 mg, 0.5 mmol) according to general procedure II. Obtained as a yellow solid (120 mg, 35%). MS (ISP) 600.2 [(M+H)+]; mp 228-231° C.